This data is from the Open Reaction Database (ORD), a public repository of structured organic reaction records. The task is: describe an organic reaction: reactants, conditions, products, and yield Starting materials: CC1=C(C=C(C=C1)C)C1=C(C(=O)OCC)C=CC(=C1)C(=O)OCC (Diethyl 2-(2′,5′dimethylphenyl)terephthalate), S(O)(O)(=O)=O (sulfuric acid), [H-].[H-].[H-].[H-].[Li+].[Al+3] (LiAlH4), ice water. Solvent: C1CCOC1 (THF), C1CCOC1 (THF), C1CCOC1 (THF). Conditions: temperature 67 celsius, time 2 hour. The product is OCC1=C(C=C(C=C1)CO)C1=C(C=CC(=C1)C)C (2,5-Bishydroxymethyl-2′,5′-dimethylbiphenyl). RXN SMILES: [H-].[H-].[H-].[H-].[Li+].[Al+3].[CH3:7][C:8]1[CH:13]=[CH:12][C:11]([CH3:14])=[CH:10][C:9]=1[C:15]1[CH:25]=[C:24]([C:26](OCC)=[O:27])[CH:23]=[CH:22][C:16]=1[C:17](OCC)=[O:18].S(=O)(=O)(O)O>C1COCC1>[OH:18][CH2:17][C:16]1[CH:22]=[CH:23][C:24]([CH2:26][OH:27])=[CH:25][C:15]=1[C:9]1[CH:10]=[C:11]([CH3:14])[CH:12]=[CH:13][C:8]=1[CH3:7] |f:0.1.2.3.4.5|. Reported procedure: LiAlH4 (7.9 g, 208 mmol) together with about 250 ml of THF were placed in a reaction vessel under a blanket of argon. Diethyl 2-(2′,5′dimethylphenyl)terephthalate (48.6 g, 149 mmol) (cf. C3) was diluted in a dropping funnel with about 60 ml of THF and slowly added dropwise. The reaction mixture was stirred vigorously during this addition. The mixture was diluted with another 100 ml of THF and then refluxed at 67° C. After 2 hours, it was cooled to RT. While cooling on a water bath and blanketing...